This data is from the Open Reaction Database (ORD), a public repository of structured organic reaction records. The task is: describe an organic reaction: reactants, conditions, products, and yield Procedure details: In analogy to the method described in example 12.1, trans-{2-[4-(3-chloro-(E)-propenyl)-cyclohexyl]-ethyl}-methyl-carbamic acid 4-chloro-phenyl ester was reacted with ethylamine in N,N-dimethylacetamide at room temperature to yield trans-{2-[4-(3-ethylamino-(E)-propenyl)-cyclohexyl]-ethyl}-methyl-carbamic acid 4-chloro-phenyl ester as light yellow viscous oil, MS: 379 (MH+, 1Cl). Solvent: CN(C(C)=O)C (N,N-dimethylacetamide). Yields the product ClC1=CC=C(C=C1)OC(N(C)CC[C@@H]1CC[C@H](CC1)\C=C\CNCC)=O (trans-{2-[4-(3-ethylamino-(E)-propenyl)-cyclohexyl]-ethyl}-methyl-carbamic acid 4-chloro-phenyl ester). Starting materials: ClC1=CC=C(C=C1)OC(N(C)CC[C@@H]1CC[C@H](CC1)\C=C\CCl)=O (trans-{2-[4-(3-chloro-(E)-propenyl)-cyclohexyl]-ethyl}-methyl-carbamic acid 4-chloro-phenyl ester), C(C)N (ethylamine). As a reaction SMILES: [Cl:1][C:2]1[CH:7]=[CH:6][C:5]([O:8][C:9](=[O:24])[N:10]([CH2:12][CH2:13][C@H:14]2[CH2:19][CH2:18][C@H:17](/[CH:20]=[CH:21]/[CH2:22]Cl)[CH2:16][CH2:15]2)[CH3:11])=[CH:4][CH:3]=1.[CH2:25]([NH2:27])[CH3:26]>CN(C)C(=O)C>[Cl:1][C:2]1[CH:7]=[CH:6][C:5]([O:8][C:9](=[O:24])[N:10]([CH2:12][CH2:13][C@H:14]2[CH2:19][CH2:18][C@H:17](/[CH:20]=[CH:21]/[CH2:22][NH:27][CH2:25][CH3:26])[CH2:16][CH2:15]2)[CH3:11])=[CH:4][CH:3]=1. Reactants: NC=1C(=NC(=CN1)Br)NCC1=CC=C(C=C1)O (4-[(3-amino-6-bromo-pyrazin-2-ylamino)-methyl]-phenol), S1C(=CC=C1)B(O)O (2-thiopheneboronic acid), C(=O)(O)[O-].[Na+] (NaHCO3). The reagents and catalysts are Cl[Pd]([P](C1=CC=CC=C1)(C2=CC=CC=C2)C3=CC=CC=C3)([P](C4=CC=CC=C4)(C5=CC=CC=C5)C6=CC=CC=C6)Cl (Pd(PPh3)2Cl2). Run in COCCOC (DME), O (water). Product: NC=1C(=NC(=CN1)C=1SC=CC1)NCC1=CC=C(C=C1)O (4-[(3-amino-6-thiophen-2-yl-pyrazin-2-ylamino)-methyl]-phenol). Reaction SMILES: [NH2:1][C:2]1[C:3]([NH:9][CH2:10][C:11]2[CH:16]=[CH:15][C:14]([OH:17])=[CH:13][CH:12]=2)=[N:4][C:5](Br)=[CH:6][N:7]=1.[S:18]1[CH:22]=[CH:21][CH:20]=[C:19]1B(O)O.C([O-])(O)=O.[Na+]>COCCOC.O.Cl[Pd](Cl)([P](C1C=CC=CC=1)(C1C=CC=CC=1)C1C=CC=CC=1)[P](C1C=CC=CC=1)(C1C=CC=CC=1)C1C=CC=CC=1>[NH2:1][C:2]1[C:3]([NH:9][CH2:10][C:11]2[CH:16]=[CH:15][C:14]([OH:17])=[CH:13][CH:12]=2)=[N:4][C:5]([C:19]2[S:18][CH:22]=[CH:21][CH:20]=2)=[CH:6][N:7]=1 |f:2.3,^1:40,59|. Procedure: A mixture of 4-[(3-amino-6-bromo-pyrazin-2-ylamino)-methyl]-phenol (25 mg, 0.085 mmol), 2-thiopheneboronic acid (13 mg, 0.10 mmol), Pd(PPh3)2Cl2 (2 mg, 0.0028 mmol), and NaHCO3 (21 mg, 0.25 mmol) in DME (0.5 mL) and water (0.15 mL) was put in a microwave reaction tube and reacted in a microwave reactor at 110° C. for 7 minutes. The reaction mixture was partitioned in ethyl acetate and water, and the organic layer was evaporated. The residue was purified on a C-18 reversed phase preparative HPLC ... The reactants are C(C1=CC=CC=C1)(=O)OCCO (ethylene glycol monobenzoate), C=O (paraformaldehyde), ClC(C)Cl (dichloroethane), Cl (HCl). Run at time 3 hour. Product: C(C1=CC=CC=C1)(=O)OCCOCCl (1-benzoyloxy-2-chloromethoxyethane). Reaction SMILES: [C:1]([O:9][CH2:10][CH2:11][OH:12])(=[O:8])[C:2]1[CH:7]=[CH:6][CH:5]=[CH:4][CH:3]=1.C=O.Cl.[Cl:16][CH:17](Cl)C>>[C:1]([O:9][CH2:10][CH2:11][O:12][CH2:17][Cl:16])(=[O:8])[C:2]1[CH:7]=[CH:6][CH:5]=[CH:4][CH:3]=1. Procedure: A cold (0° C.) mixture of ethylene glycol monobenzoate (166g) and paraformaldehyde (30g) in dry dichloroethane was saturated with dry HCl with stirring for 3 hours. The pinkish red liquid was dried over calcium chloride and the volatile components removed on a rotary evaporator at 30° C. to give 1-benzoyloxy-2-chloromethoxyethane (215g). The Infra-Red spectrum indicated the absence of a hydroxyl group. RXN SMILES: [CH3:1][O:2][c:3]1[cH:4][cH:5][c:6]([CH2:9][O:10][C:11]([CH:12]2[N:13]([C:18]([CH2:19][CH2:20][CH2:21][CH2:22][CH2:23][NH:24][C:25]([CH2:26][CH2:27][CH2:28][CH2:29][CH2:30][CH2:31][CH2:32][CH:33]=[CH:34][CH2:35][CH2:36][CH2:37][CH2:38][CH2:39][CH2:40][CH2:41][CH3:42])=[O:43])=[O:44])[CH2:14][CH:15]([OH:17])[CH2:16]2)([c:45]2[cH:46][cH:47][cH:48][cH:49][cH:50]2)[c:51]2[cH:52][cH:53][c:54]([O:57][CH3:58])[cH:55][cH:56]2)[cH:7][cH:8]1.[O:59]=[C:60]1[CH2:61][CH2:62][C:63](=[O:64])[O:65]1>>[CH3:1][O:2][c:3]1[cH:4][cH:5][c:6]([CH2:9][O:10][C:11]([CH:12]2[N:13]([C:18]([CH2:19][CH2:20][CH2:21][CH2:22][CH2:23][NH:24][C:25]([CH2:26][CH2:27][CH2:28][CH2:29][CH2:30][CH2:31][CH2:32][CH:33]=[CH:34][CH2:35][CH2:36][CH2:37][CH2:38][CH2:39][CH2:40][CH2:41][CH3:42])=[O:43])=[O:44])[CH2:14][CH:15]([O:17][C:63]([CH2:62][CH2:61][C:60](=[O:59])[OH:65])=[O:64])[CH2:16]2)([c:45]2[cH:46][cH:47][cH:48][cH:49][cH:50]2)[c:51]2[cH:52][cH:53][c:54]([O:57][CH3:58])[cH:55][cH:56]2)[cH:7][cH:8]1. Product: CCCCCCCCC=CCCCCCCCC(=O)NCCCCCC(=O)N1CC(OC(=O)CCC(=O)O)CC1C(OCc1ccc(OC)cc1)(c1ccccc1)c1ccc(OC)cc1. Reactants: CCCCCCCCC=CCCCCCCCC(=O)NCCCCCC(=O)N1CC(O)CC1C(OCc1ccc(OC)cc1)(c1ccccc1)c1ccc(OC)cc1, O=C1CCC(=O)O1. Starting materials: Cl (hydrochloric acid), resultant mixture, OC1=C(N=NC(=C1)Cl)Cl (4-hydroxy-3,6-dichloropyridazine), C1(CC1)C1=C(C(=CC=C1)C)O (2-cyclopropyl-6-methylphenol), [OH-].[K+] (potassium hydroxide). The solvent is CO (methanol), C(CCCCCCC)O (1-octanol). Product: ClC1=CC(=C(N=N1)OC1=C(C=CC=C1C)C1CC1)O (6-chloro-3-(2-cyclopropyl-6-methylphenoxy)-4-pyridazinol). Isolated yield 22.4%. RXN SMILES: [OH:1][C:2]1[CH:7]=[C:6]([Cl:8])[N:5]=[N:4][C:3]=1Cl.[CH:10]1([C:13]2[CH:18]=[CH:17][CH:16]=[C:15]([CH3:19])[C:14]=2[OH:20])[CH2:12][CH2:11]1.[OH-].[K+].Cl>CO.C(O)CCCCCCC>[Cl:8][C:6]1[N:5]=[N:4][C:3]([O:20][C:14]2[C:15]([CH3:19])=[CH:16][CH:17]=[CH:18][C:13]=2[CH:10]2[CH2:11][CH2:12]2)=[C:2]([OH:1])[CH:7]=1 |f:2.3|. Procedure details: To a mixture of 307 mg (purity: 98.0%; 1.82 mmol) of 4-hydroxy-3,6-dichloropyridazine and 833 mg (5.57 mmol) of 2-cyclopropyl-6-methylphenol were added 1-octanol (3.36 mL) and 324 mg (5.50 mmol) of 95% potassium hydroxide at room temperature. The resultant mixture was heated to 180° C. while stirring, and stirred at that temperature for 4 hours. Then, the resultant reaction mixture was cooled to room temperature, and a 1 N aqueous hydrochloric acid solution and methanol were added to the reactio...